This data is from the Open Reaction Database (ORD), a public repository of structured organic reaction records. The task is: describe an organic reaction: reactants, conditions, products, and yield RXN SMILES: CC1(C)CC=C(C2SC=CN=2)C2C=C(C#CC3C=CC=CC=3C(O)=O)C=CC1=2.[CH3:29][C:30]1([CH3:58])[CH2:39][CH:38]=[C:37]([C:40]2[O:41][CH:42]=[CH:43][CH:44]=2)[C:36]2[CH:35]=[C:34]([C:45]#[C:46][C:47]3[CH:57]=[CH:56][C:50]([C:51]([O:53]CC)=[O:52])=[CH:49][CH:48]=3)[CH:33]=[CH:32][C:31]1=2>>[CH3:29][C:30]1([CH3:58])[CH2:39][CH:38]=[C:37]([C:40]2[O:41][CH:42]=[CH:43][CH:44]=2)[C:36]2[CH:35]=[C:34]([C:45]#[C:46][C:47]3[CH:48]=[CH:49][C:50]([C:51]([OH:53])=[O:52])=[CH:56][CH:57]=3)[CH:33]=[CH:32][C:31]1=2. Procedure: Employing the same general procedure as for the preparation of 4-[(5,6-dihydro-5,5-dimethyl-8-(2- thiazolyl)-2-naphthalenyl)ethynyl]benzoic acid (Compound 30a), ethyl 4-[(5,6-dihydro-5,5-dimethyl-8- (2-furyl)-2-naphthalenyl)ethynyl]benzoate (Compound 66) was converted into the title compound (colorless solid) using 16.0 mg (0.38 mmol) of LiOH in H2O. PMR (d6 -DMSO): δ 1.26 (6H, s), 2.33 (2H, d, J=4.9 Hz), 6.41 (1H, t, J=4.9 Hz), 6.60 (2H, m), 7.45-7.53 (3H, m), 7.64 (2H, d, J=8.3 Hz), 7.75 (1H, ... The reactants are CC1(C=2C=CC(=CC2C(=CC1)C=1SC=CN1)C#CC1=C(C(=O)O)C=CC=C1)C ((5,6-dihydro-5,5-dimethyl-8-(2-thiazolyl)-2-naphthalenyl)ethynylbenzoic acid), CC1(C=2C=CC(=CC2C(=CC1)C=1SC=CN1)C#CC1=C(C(=O)O)C=CC=C1)C ((5,6-dihydro-5,5-dimethyl-8-(2-thiazolyl)-2-naphthalenyl)ethynylbenzoic acid), CC1(C=2C=CC(=CC2C(=CC1)C=1OC=CC1)C#CC1=CC=C(C(=O)OCC)C=C1)C (ethyl 4-[(5,6-dihydro-5,5-dimethyl-8- (2-furyl)-2-naphthalenyl)ethynyl]benzoate), CC1(C=2C=CC(=CC2C(=CC1)C=1OC=CC1)C#CC1=CC=C(C(=O)OCC)C=C1)C (ethyl 4-[(5,6-dihydro-5,5-dimethyl-8- (2-furyl)-2-naphthalenyl)ethynyl]benzoate). The product is CC1(C=2C=CC(=CC2C(=CC1)C=1OC=CC1)C#CC1=CC=C(C(=O)O)C=C1)C (4-[(5,6-dihydro-5,5-dimethyl-8-(2-furyl)-2-naphthalenyl)ethynyl]benzoic acid). The reactants are C(C)(C)N(CC)C(C)C (Diisopropylethylamin), [B-](F)(F)(F)F.CN(C)C(=[N+](C)C)ON1C(=O)CCC1=O (O—(N-succinimidyl)-N,N,N′,N′-tetramethyluronium tetrafluoroborate), COC1=CC=C(COC(CCCCCCCCCCCCCCC(N(CCC(=O)O)CC2=CC(=CC(=C2)OCC(=O)OC(C)(C)C)OCC(=O)OC(C)(C)C)=O)=O)C=C1 (15-[(3,5-Bis-tert-butoxycarbonylmethoxybenzyl)-(2-carboxyethyl)carbamoyl]pentadecanoic acid 4-methoxybenzyl ester). Solvent: C1CCOC1 (THF). Run at temperature 0 celsius. Product: COC1=CC=C(COC(CCCCCCCCCCCCCCC(N(CCC(=O)ON2C(CCC2=O)=O)CC2=CC(=CC(=C2)OCC(=O)OC(C)(C)C)OCC(=O)OC(C)(C)C)=O)=O)C=C1 (15-{(3,5-Bis-tert-butoxycarbonylmethoxybenzyl)-[2-(2,5-dioxo-pyrrolidin-1-yloxycarbonyl)ethyl]carbamoyl}pentadecanoic acid 4-methoxy-benzyl ester). The yield is 76.6%. As a reaction SMILES: [CH3:1][O:2][C:3]1[CH:59]=[CH:58][C:6]([CH2:7][O:8][C:9](=[O:57])[CH2:10][CH2:11][CH2:12][CH2:13][CH2:14][CH2:15][CH2:16][CH2:17][CH2:18][CH2:19][CH2:20][CH2:21][CH2:22][CH2:23][C:24](=[O:56])[N:25]([CH2:31][C:32]2[CH:37]=[C:36]([O:38][CH2:39][C:40]([O:42][C:43]([CH3:46])([CH3:45])[CH3:44])=[O:41])[CH:35]=[C:34]([O:47][CH2:48][C:49]([O:51][C:52]([CH3:55])([CH3:54])[CH3:53])=[O:50])[CH:33]=2)[CH2:26][CH2:27][C:28]([OH:30])=[O:29])=[CH:5][CH:4]=1.C(N(C(C)C)CC)(C)C.[B-](F)(F)(F)F.CN(C(O[N:82]1[C:87](=[O:88])[CH2:86][CH2:85][C:83]1=[O:84])=[N+](C)C)C>C1COCC1>[CH3:1][O:2][C:3]1[CH:4]=[CH:5][C:6]([CH2:7][O:8][C:9](=[O:57])[CH2:10][CH2:11][CH2:12][CH2:13][CH2:14][CH2:15][CH2:16][CH2:17][CH2:18][CH2:19][CH2:20][CH2:21][CH2:22][CH2:23][C:24](=[O:56])[N:25]([CH2:31][C:32]2[CH:33]=[C:34]([O:47][CH2:48][C:49]([O:51][C:52]([CH3:53])([CH3:55])[CH3:54])=[O:50])[CH:35]=[C:36]([O:38][CH2:39][C:40]([O:42][C:43]([CH3:44])([CH3:45])[CH3:46])=[O:41])[CH:37]=2)[CH2:26][CH2:27][C:28]([O:30][N:82]2[C:87](=[O:88])[CH2:86][CH2:85][C:83]2=[O:84])=[O:29])=[CH:58][CH:59]=1 |f:2.3|. Reported procedure: 15-[(3,5-Bis-tert-butoxycarbonylmethoxybenzyl)-(2-carboxyethyl)carbamoyl]pentadecanoic acid 4-methoxybenzyl ester (190 mg, 0.23 mmol) was dissolved in THF (5 mL). The mixture was cooled with an ice bath. Diisopropylethylamin (0.047 mL, 0.28 mmol) and O—(N-succinimidyl)-N,N,N′,N′-tetramethyluronium tetrafluoroborate (83 mg, 0.28 mmol) was added. The mixture was stirred under nitrogen at 0° C. After 30 minutes the ice cooling was removed and the mixture was stirred for an additional 3 hours. Solve... Reactants: S(=O)(C1=CC=C(C=C1)N)(=O)F (sulphanilic acid fluoride), CN(CCN)C (N,N-dimethyl-ethylenediamine). The solvent is C(C)(=O)OCC (ethyl acetate). The product is CN(CCNS(=O)(C1=CC=C(C=C1)N)=O)C (N-[2-(dimethylamino)-ethyl]-sulphanilic acid amide). RXN SMILES: [S:1](F)(=[O:10])([C:3]1[CH:8]=[CH:7][C:6]([NH2:9])=[CH:5][CH:4]=1)=[O:2].[CH3:12][N:13]([CH3:17])[CH2:14][CH2:15][NH2:16]>C(OCC)(=O)C>[CH3:12][N:13]([CH3:17])[CH2:14][CH2:15][NH:16][S:1](=[O:10])([C:3]1[CH:8]=[CH:7][C:6]([NH2:9])=[CH:5][CH:4]=1)=[O:2]. Procedure details: 5.26 g sulphanilic acid fluoride and 16.5 ml of N,N-dimethyl-ethylenediamine are stirred for 4 hours at 100° C., then dissolved in ethyl acetate and extracted three times with saline solution. The residue obtained by evaporation of the organic phase is crystallised from diethyl ether and dried at 60° C. Reactants: C(C)OC=1C=C(CN2CCC(CC2)NC(C2=CC(=CC(=C2)OC)CO)=O)C=C(C1F)OCC (N-[1-(3,5-Diethoxy-4-fluoro-benzyl)-piperidin-4-yl]-3-hydroxymethyl-5-methoxy-benzamide), C(C)(C)OC=1C=C(C=O)C=C(C1)OC(C)C (3,5-diisopropoxy-benzaldehyde), C(#N)[BH3-].[Na+] (sodium cyanoborohydride), C(C)N(C(C)C)C(C)C (N-ethyl-diisopropylamine). Solvent: C(C)O (ethanol), C(C)(=O)O (acetic acid). Yields the product C(C)(C)OC=1C=C(C(=O)N2CCC(CC2)NC(C2=CC(=CC(=C2)OC)CO)=O)C=C(C1)OC(C)C (N-[1-(3,5-Diisopropoxy-benzoyl)-piperidin-4-yl]-3-hydroxymethyl-5-methoxy-benzamide). RXN SMILES: C(OC1C=C(C=C(OCC)C=1F)C[N:8]1[CH2:13][CH2:12][CH:11]([NH:14][C:15](=[O:26])[C:16]2[CH:21]=[C:20]([O:22][CH3:23])[CH:19]=[C:18]([CH2:24][OH:25])[CH:17]=2)[CH2:10][CH2:9]1)C.[CH:34]([O:37][C:38]1[CH:39]=[C:40]([CH:43]=[C:44]([O:46][CH:47]([CH3:49])[CH3:48])[CH:45]=1)[CH:41]=[O:42])([CH3:36])[CH3:35].C([BH3-])#N.[Na+].C(N(C(C)C)C(C)C)C>C(O)C.C(O)(=O)C>[CH:47]([O:46][C:44]1[CH:43]=[C:40]([CH:39]=[C:38]([O:37][CH:34]([CH3:36])[CH3:35])[CH:45]=1)[C:41]([N:8]1[CH2:13][CH2:12][CH:11]([NH:14][C:15](=[O:26])[C:16]2[CH:21]=[C:20]([O:22][CH3:23])[CH:19]=[C:18]([CH2:24][OH:25])[CH:17]=2)[CH2:10][CH2:9]1)=[O:42])([CH3:49])[CH3:48] |f:2.3|. Procedure: In analogy to the procedure described in example 50k), 3-hydroxymethyl-5-methoxy-N-piperidin-4-yl-benzamide (example 217) was reacted with 3,5-diisopropoxy-benzaldehyde (example 126b), sodium cyanoborohydride, N-ethyl-diisopropylamine and acetic acid in ethanol at 50° C. to yield the title compound as colorless solid. MS: 471.1 (MH+). Yields the product ClC1=CC=CC2=C1C(N1[C@H](C=3N2C=NC3C3=NC(=NO3)C3CC3)CCC1)=O ((S)-8-chloro-1-(3-cyclopropyl-1,2,4-oxadiazol-5-yl)-11,12,13,13a-tetrahydro-9H-imidazo[1,5-a]pyrrolo[2,1-c][1,4]benzodiazepin-9-one). The solvent is CN(C=O)C (N,N-dimethylformamide). Run at time 20 minute. RXN SMILES: [Cl:1][C:2]1[C:7]2[C:8](=[O:26])[N:9]3[CH2:25][CH2:24][CH2:23][C@H:10]3[C:11]3[N:12]([CH:13]=[N:14][C:15]=3[C:16]([N:18]3C=C[N:20]=[CH:19]3)=[O:17])[C:6]=2[CH:5]=[CH:4][CH:3]=1.[CH:27]1(C(=NO)N)[CH2:29][CH2:28]1.O>CN(C)C=O>[Cl:1][C:2]1[C:7]2[C:8](=[O:26])[N:9]3[CH2:25][CH2:24][CH2:23][C@H:10]3[C:11]3[N:12]([CH:13]=[N:14][C:15]=3[C:16]3[O:17][N:20]=[C:19]([CH:27]4[CH2:29][CH2:28]4)[N:18]=3)[C:6]=2[CH:5]=[CH:4][CH:3]=1. Reactants: C1(CC1)C(N)=NO (cyclopropanecarboxamidoxime), ClC1=CC=CC2=C1C(N1[C@H](C=3N2C=NC3C(=O)N3C=NC=C3)CCC1)=O (1-[[(S)-8-chloro-11,12,13,13a-tetrahydro-9-oxo-9H-imidazo[1,5-a]pyrrolo[2,1-c][1,4]benzodiazepin-1-yl]carbonyl]imidazole), O (water). Procedure: 8.10 g (22 mmol) of 1-[[(S)-8-chloro-11,12,13,13a-tetrahydro-9-oxo-9H-imidazo[1,5-a]pyrrolo[2,1-c][1,4]benzodiazepin-1-yl]carbonyl]imidazole are dissolved in 30 ml of N,N-dimethylformamide, whereupon the solution is treated with 2.50 g (25 mmol) of cyclopropanecarboxamidoxime and the mixture is heated to 70° for 4.5 hours. The reaction mixture is then poured into 350 ml of water, stirred for 20 minutes and the precipitated product is filtered off under suction. The residue is washed with water a... Starting materials: C1=CC(=CC=C1O)S(=O)(=O)[O-].[Na+] (sodium p-phenolsulfonate), CN(C=O)C (dimethylformamide), CN(C=O)C (DMF), C(CCCCCCCCCCC)(=O)Cl (lauroyl chloride). The product is C(CCCCCCCCCCC)(=O)OC1=C(C=CC=C1)S(=O)(=O)[O-].[Na+] (sodium lauroyloxybenzenesulfonate). The yield is 85.0%. Reaction SMILES: [CH:1]1[C:6](O)=[CH:5][CH:4]=[C:3]([S:8]([O-:11])(=[O:10])=[O:9])[CH:2]=1.[Na+:12].[C:13](Cl)(=[O:25])[CH2:14][CH2:15][CH2:16][CH2:17][CH2:18][CH2:19][CH2:20][CH2:21][CH2:22][CH2:23][CH3:24].CN(C)C=[O:30]>>[C:13]([O:25][C:4]1[CH:5]=[CH:6][CH:1]=[CH:2][C:3]=1[S:8]([O-:11])(=[O:10])=[O:9])(=[O:30])[CH2:14][CH2:15][CH2:16][CH2:17][CH2:18][CH2:19][CH2:20][CH2:21][CH2:22][CH2:23][CH3:24].[Na+:12] |f:0.1,4.5|. Reported procedure: One-hundred grams of sodium p-phenolsulfonate which was previously dehydrated was dispersed in 300 g of dimethylformamide (hereinafter simply referred to as "DMF"), and lauroyl chloride at 50° C. was added dropwise to the above mixture over a period of 30 minutes while stirring with a magnetic stirrer. After completing the dropwise addition, the components were allowed to react with one another for 3 hours. Thereafter, the DMF was distilled off at 100° C. under a reduced pressure of 0.5 to 1 mmH...